Dataset: the Open Reaction Database (ORD), a public repository of structured organic reaction records. Task: describe an organic reaction: reactants, conditions, products, and yield Reactants: Cl (hydrochloric acid), [BH4-].[Na+] (Sodium borohydride), C(=O)C=1C=CC=2N(C3=CC=CC=C3C2C1)C1=CC=C(C=C1)C1=CC=C(C=C1)N1C2=CC=CC=C2C=2C=C(C=CC12)C=O (4,4′-bis(3-formyl-carbazol-9-yl)biphenyl), C(C)O.ClCCl (ethanol dichloromethane), λmax(CH2Cl2). The solvent is O (water), CCO (EtOH), C1CCOC1 (THF). Reaction conditions: time 24 hour. Yields the product OCC=1C=CC=2N(C3=CC=CC=C3C2C1)C1=CC=C(C=C1)C1=CC=C(C=C1)N1C2=CC=CC=C2C=2C=C(C=CC12)CO (4,4′-bis(3-(hydroxymethyl)carbazol-9-yl)biphenyl). RXN SMILES: [BH4-].[Na+].[CH:3]([C:5]1[CH:6]=[CH:7][C:8]2[N:9]([C:18]3[CH:23]=[CH:22][C:21]([C:24]4[CH:29]=[CH:28][C:27]([N:30]5[C:42]6[CH:41]=[CH:40][C:39]([CH:43]=[O:44])=[CH:38][C:37]=6[C:36]6[C:31]5=[CH:32][CH:33]=[CH:34][CH:35]=6)=[CH:26][CH:25]=4)=[CH:20][CH:19]=3)[C:10]3[C:15]([C:16]=2[CH:17]=1)=[CH:14][CH:13]=[CH:12][CH:11]=3)=[O:4].C(O)C.ClCCl.Cl>C1COCC1.CCO.O>[OH:44][CH2:43][C:39]1[CH:40]=[CH:41][C:42]2[N:30]([C:27]3[CH:28]=[CH:29][C:24]([C:21]4[CH:20]=[CH:19][C:18]([N:9]5[C:8]6[CH:7]=[CH:6][C:5]([CH2:3][OH:4])=[CH:17][C:16]=6[C:15]6[C:10]5=[CH:11][CH:12]=[CH:13][CH:14]=6)=[CH:23][CH:22]=4)=[CH:25][CH:26]=3)[C:31]3[C:36]([C:37]=2[CH:38]=1)=[CH:35][CH:34]=[CH:33][CH:32]=3 |f:0.1,3.4|. Procedure: Sodium borohydride (2.40 g, 63.4 mmol)) was added to the 4,4′-bis(3-formyl-carbazol-9-yl)biphenyl (3.42 g, 6.33 mmol) in THF (1.2 L) and the resulting suspension was stirred at room temperature for 24 h. (The reaction was followed by TLC using 5% ethanol/dichloromethane as the eluent). Once the reaction was complete, the mixture was slowly poured into water (400 ml) and the mixture was left to stir at room temperature for a further 30 min. The reaction mixture was acidified to pH 1 with hydrochl... Reactants: C(C1=CC=CC=C1)OC=1C(=NC=CC1OC)C(=O)O (3-Benzyloxy-4-methoxypicolinic acid). The reagents and catalysts are [C].[Pd] (palladium-carbon). Run in C(C)O (ethanol). Reaction conditions: time 30 minute. Yields the product OC=1C(=NC=CC1OC)C(=O)O (3-Hydroxy-4-methoxypicolinic acid). Isolated yield 81.0%. RXN SMILES: C([O:8][C:9]1[C:10]([C:17]([OH:19])=[O:18])=[N:11][CH:12]=[CH:13][C:14]=1[O:15][CH3:16])C1C=CC=CC=1>C(O)C.[C].[Pd]>[OH:8][C:9]1[C:10]([C:17]([OH:19])=[O:18])=[N:11][CH:12]=[CH:13][C:14]=1[O:15][CH3:16] |f:2.3|. Reported procedure: 3-Benzyloxy-4-methoxypicolinic acid (5.3 g) was suspended in 25 ml of ethanol. 10% palladium-carbon (0.5 g) was added to the suspension. The mixture was then catalytically hydrogenated under atmospheric pressure for 30 min. The reaction solution was filtered under the reduced pressure. The filtrate was concentrated under the reduced pressure to give 2.8 g (yield 81.6%) of the title compound as colorless powder. Starting materials: OCCCCC=1C=C(C(=O)O)C=CC1 (3-(4-hydroxybutyl)benzoic acid), C(C)(C)N(CC)C(C)C (diisopropylethylamine), C(C1=CC=CC=C1)Br (benzyl bromide). Solvent: CN(C)C=O (DMF). Reaction conditions: time 65 hour. The product is OCCCCC=1C=C(C(=O)OCC2=CC=CC=C2)C=CC1 (Benzyl 3-(4-hydroxybutyl)benzoate). RXN SMILES: [OH:1][CH2:2][CH2:3][CH2:4][CH2:5][C:6]1[CH:7]=[C:8]([CH:12]=[CH:13][CH:14]=1)[C:9]([OH:11])=[O:10].C(N(C(C)C)CC)(C)C.[CH2:24](Br)[C:25]1[CH:30]=[CH:29][CH:28]=[CH:27][CH:26]=1>CN(C=O)C>[OH:1][CH2:2][CH2:3][CH2:4][CH2:5][C:6]1[CH:7]=[C:8]([CH:12]=[CH:13][CH:14]=1)[C:9]([O:11][CH2:24][C:25]1[CH:30]=[CH:29][CH:28]=[CH:27][CH:26]=1)=[O:10]. Reported procedure: A solution of 3-(4-hydroxybutyl)benzoic acid (100 mg) in dry DMF (10 ml) was treated with diisopropylethylamine (0.134 ml) and benzyl bromide (106 mg) and the reaction mixture was stirred for 65 h. The reaction mixture was partitioned between EtOAc and water. The organic phase was washed with sat. NH4Cl(aq), dried (MgSO4) and concentrated in vacuo. The residue was purified by chromatography (SPE, gradient Cyclohexane to cyclohexane-EtOAc 1:1) to give the title compound LCMS RT=3.38 min. Starting materials: FC(C=1C=C(C=CC1)C1CN(CCC1)C=O)(F)F (3-(m-trifluoromethylphenyl)-1-piperidine-carboxaldehyde), [H-].[Al+3].[Li+].[H-].[H-].[H-] (lithium aluminum hydride). The solvent is O1CCCC1 (tetrahydrofuran), O1CCCC1 (tetrahydrofuran). Reaction conditions: temperature 7 celsius, time 20 minute. Product: CN1CC(CCC1)C1=CC(=CC=C1)C(F)(F)F (N-methyl-3-(m-trifluoromethylphenyl)-piperidine). The yield is 96.2%. RXN SMILES: [H-].[Al+3].[Li+].[H-].[H-].[H-].[F:7][C:8]([F:24])([F:23])[C:9]1[CH:10]=[C:11]([CH:15]2[CH2:20][CH2:19][CH2:18][N:17]([CH:21]=O)[CH2:16]2)[CH:12]=[CH:13][CH:14]=1>O1CCCC1>[CH3:21][N:17]1[CH2:18][CH2:19][CH2:20][CH:15]([C:11]2[CH:12]=[CH:13][CH:14]=[C:9]([C:8]([F:7])([F:23])[F:24])[CH:10]=2)[CH2:16]1 |f:0.1.2.3.4.5|. Reported procedure: 2 g of lithium aluminum hydride were added in small amounts to 100 ml of tetrahydrofuran and the mixture was cooled to 7° C. A solution of 10 g of the product of Step A in 60 ml of tetrahydrofuran was added thereto over about 20 minutes while keeping the temperature at 5° to 10° C. and the mixture was stirred for an hour at room temperature and was then poured into ice. The mixture was stirred for 15 minutes at room temperature and was then filtered. The filtrate was extracted with ethyl acetate... Reactants: [Cu]C#N (copper(I) cyanide), [C-]#N.[K+] (potassium cyanide), sodium nitrile, NC=1C(=C(C=C(C1)C(C)=O)OC)OC (5'-amino-3',4'-dimethoxyacetophenone), diazonium salt, C(Cl)Cl (methylene chloride). Solvent: O (water), Cl (hydrochloric acid), O (water). Conditions: time 3 hour. Yields the product C(#N)C=1C(=C(C=C(C1)C(C)=O)OC)OC (5'-cyano-3',4'-dimethoxyacetophenone). Reaction SMILES: N[C:2]1[C:3]([O:13][CH3:14])=[C:4]([O:11][CH3:12])[CH:5]=[C:6]([C:8](=[O:10])[CH3:9])[CH:7]=1.[Cu][C:16]#[N:17].[C-]#N.[K+].C(Cl)Cl>O.Cl>[C:16]([C:2]1[C:3]([O:13][CH3:14])=[C:4]([O:11][CH3:12])[CH:5]=[C:6]([C:8](=[O:10])[CH3:9])[CH:7]=1)#[N:17] |f:2.3|. Reported procedure: A solution of 5.2 g of sodium nitrile in 20 ml of water is added dropwise at 0° within 20 minutes to 14.0 g of 5'-amino-3',4'-dimethoxyacetophenone dissolved in 155 ml of 1N hydrochloric acid. After stirring at -2° for 30 minutes the cold diazonium salt solution is added dropwise within 30 minutes at 5°-10° to a solution of 8.7 g of copper(I) cyanide and 5.45 g of potassium cyanide in 60 ml of water. After completion of the addition 200 ml of methylene chloride are added, and the reaction mixtur... The reactants are N1N=CN=C1 (1,2,4-triazole), ClC=1N=C(C2=C(N1)SC(=C2Cl)C)NCC2=CC(=C(C=C2)OC)OC (2,5-dichloro-6-methyl-4-(3,4-dimethoxybenzylamino)-thieno-[2,3-d]-pyrimidine). Product: N1(N=CN=C1)C=1N=C(C2=C(N1)SC(=C2Cl)C)NCC2=CC(=C(C=C2)OC)OC (2-(1,2,4-triazol-1-yl)-5-chloro-6-methyl-4-(3,4-dimethoxybenzylamino)-thieno-[2,3-d]-pyrimidine). RXN SMILES: [NH:1]1[CH:5]=[N:4][CH:3]=[N:2]1.Cl[C:7]1[N:8]=[C:9]([NH:18][CH2:19][C:20]2[CH:25]=[CH:24][C:23]([O:26][CH3:27])=[C:22]([O:28][CH3:29])[CH:21]=2)[C:10]2[C:15]([Cl:16])=[C:14]([CH3:17])[S:13][C:11]=2[N:12]=1>>[N:1]1([C:7]2[N:8]=[C:9]([NH:18][CH2:19][C:20]3[CH:25]=[CH:24][C:23]([O:26][CH3:27])=[C:22]([O:28][CH3:29])[CH:21]=3)[C:10]3[C:15]([Cl:16])=[C:14]([CH3:17])[S:13][C:11]=3[N:12]=2)[CH:5]=[N:4][CH:3]=[N:2]1. Procedure details: Following the procedure of Example 97, the reaction of 1,2,4-triazole with 2,5-dichloro-6-methyl-4-(3,4-dimethoxybenzylamino)-thieno-[2,3-d]-pyrimidine gives 2-(1,2,4-triazol-1-yl)-5-chloro-6-methyl-4-(3,4-dimethoxybenzylamino)-thieno-[2,3-d]-pyrimidine.